This data is from the Open Reaction Database (ORD), a public repository of structured organic reaction records. The task is: describe an organic reaction: reactants, conditions, products, and yield The reactants are NC1=C(C=C(C=C1)OS(=O)(=O)C1=CC=C(C=C1)CCC)N (1,2-diamino-4-(4-propylphenylsulfonyloxy)benzene), CSC(=NC(OC)=O)SC (methyl N-[bis(methylthio)methylene]carbamate). Solvent: O1CCCC1 (tetrahydrofuran). The product is C(CC)C1=CC=C(C=C1)S(=O)(=O)OC1=CC2=C(N=C(N2)NC(=O)OC)C=C1 (Methyl 5-(4-propylphenylsulfonyloxy)benzimidazole-2-carbamate). RXN SMILES: [NH2:1][C:2]1[CH:7]=[CH:6][C:5]([O:8][S:9]([C:12]2[CH:17]=[CH:16][C:15]([CH2:18][CH2:19][CH3:20])=[CH:14][CH:13]=2)(=[O:11])=[O:10])=[CH:4][C:3]=1[NH2:21].CS[C:24](SC)=[N:25][C:26](=[O:29])[O:27][CH3:28]>O1CCCC1>[CH2:18]([C:15]1[CH:16]=[CH:17][C:12]([S:9]([O:8][C:5]2[CH:6]=[CH:7][C:2]3[N:1]=[C:24]([NH:25][C:26]([O:27][CH3:28])=[O:29])[NH:21][C:3]=3[CH:4]=2)(=[O:11])=[O:10])=[CH:13][CH:14]=1)[CH2:19][CH3:20]. Procedure: 30.6 g of 1,2-diamino-4-(4-propylphenylsulfonyloxy)benzene (see Example 5) and 17.9 g of methyl N-[bis(methylthio)methylene]carbamate in 200 ml of tetrahydrofuran are heated to reflux for four hours. After cooling, the precipitate is filtered off with suction and washed with diisopropyl ether. For purification, it is dissolved in hot dimethylformamide, methanol is added and, after cooling, the product is filtered off with suction, melting point 160° C., decomposition. The reactants are NN1N=NN=C1C (1-Amino-5-methyltetrazole), C1(=CC=C(C=C1)S(=O)(=O)[O-])C.[NH+]1=CC=CC=C1 (pyridinium para-toluenesulfonate), Compound 37(f), 2,2′-[[3-[N-(3-Hydroxypropyl)-N-methylamino]phenyl]methylene]bis[4-[[(5-methyl-1H-tetrazol-1-yl)imino]methyl]]phenol. The solvent is C(C)O (ethanol), C(C)O (ethanol). The product is CC1=CC=C(C=C1)S(=O)(=O)O (tosic acid). RXN SMILES: NN1C(C)=NN=N1.[C:8]1([CH3:18])[CH:13]=[CH:12][C:11]([S:14]([O-:17])(=[O:16])=[O:15])=[CH:10][CH:9]=1.[NH+]1C=CC=CC=1>C(O)C>[CH3:18][C:8]1[CH:9]=[CH:10][C:11]([S:14]([OH:17])(=[O:16])=[O:15])=[CH:12][CH:13]=1 |f:1.2|. Procedure: 2,2′-[[3-[N-(3-Hydroxypropyl)-N-methylamino]phenyl]methylene]bis[4-[[(5-methyl-1H-tetrazol-1-yl)imino]methyl]]phenol. 1-Amino-5-methyltetrazole (71 mg, 0.72 mmol) and pyridinium para-toluenesulfonate (6 mg, 0.024 mmol) were dissolved in absolute ethanol (10 ml) and heated to reflux for 15 minutes. Compound 37(f) (0.17 g, 0.41 mmol) in ethanol (6 ml) was added dropwise to the solution. The reaction was stirred at reflux for 3 hours, and then cooled to room temperature overnight. The solvent was r... The yield is 570.6%. Procedure details: To a solution of diethyl zinc (20.30 ml, 1M solution in hexane, 20.30 mmol) in DCM (25 ml) at 0° C. was added a solution of trifluoroacetic acid (1.56 ml, 20.30 mmol) in DCM (10 ml) dropwise. The mixture was stirred at 0° C. for 20 min and then a solution of CH2I2 (1.64 ml, 20.30 mmol) in DCM (10 ml) was added. After stirring for an additional 20 min a solution of 1-bromo-4-isopropenylbenzene (346 mg, 1.76 mmol) in DCM (10 ml) was added. The reaction mixture was slowly warmed to rt and stirring ... Reaction conditions: temperature 0 celsius, time 20 minute. RXN SMILES: [CH2:1]([Zn]CC)C.FC(F)(F)C(O)=O.C(I)I.[Br:16][C:17]1[CH:22]=[CH:21][C:20]([C:23]([CH3:25])=[CH2:24])=[CH:19][CH:18]=1>C(Cl)Cl.CCCCC>[Br:16][C:17]1[CH:22]=[CH:21][C:20]([C:23]2([CH3:1])[CH2:25][CH2:24]2)=[CH:19][CH:18]=1. Yields the product BrC1=CC=C(C=C1)C1(CC1)C (1-bromo-4-(1-methylcyclopropyl)-benzene). Reactants: C(I)I (CH2I2), BrC1=CC=C(C=C1)C(=C)C (1-bromo-4-isopropenylbenzene), C(C)[Zn]CC (diethyl zinc), FC(C(=O)O)(F)F (trifluoroacetic acid). The solvent is C(Cl)Cl (DCM), C(Cl)Cl (DCM), C(Cl)Cl (DCM), C(Cl)Cl (DCM), CCCCC (Pentane). Reactants: CN(CC(=O)O)NC(=O)NCc1ccc(Cl)cc1, CCOC(OCC)C(C)N(Cc1csc2ccccc12)C(=O)C(N)CC(=O)NC(c1ccccc1)(c1ccccc1)c1ccccc1. The product is CCOC(OCC)C(C)N(Cc1csc2ccccc12)C(=O)C(CC(=O)NC(c1ccccc1)(c1ccccc1)c1ccccc1)NC(=O)CN(C)NC(=O)NCc1ccc(Cl)cc1. RXN SMILES: [Cl:1][c:2]1[cH:3][cH:4][c:5]([CH2:6][NH:7][C:8](=[O:9])[NH:10][N:11]([CH3:12])[CH2:13][C:14](=[O:15])[OH:16])[cH:17][cH:18]1.[NH2:19][CH:20]([C:21](=[O:22])[N:23]([CH:24]([CH:25]([O:26][CH2:27][CH3:28])[O:29][CH2:30][CH3:31])[CH3:32])[CH2:33][c:34]1[c:35]2[c:36]([s:37][cH:38]1)[cH:39][cH:40][cH:41][cH:42]2)[CH2:43][C:44](=[O:45])[NH:46][C:47]([c:48]1[cH:49][cH:50][cH:51][cH:52][cH:53]1)([c:54]1[cH:55][cH:56][cH:57][cH:58][cH:59]1)[c:60]1[cH:61][cH:62][cH:63][cH:64][cH:65]1>>[Cl:1][c:2]1[cH:3][cH:4][c:5]([CH2:6][NH:7][C:8](=[O:9])[NH:10][N:11]([CH3:12])[CH2:13][C:14](=[O:16])[NH:19][CH:20]([C:21](=[O:22])[N:23]([CH:24]([CH:25]([O:26][CH2:27][CH3:28])[O:29][CH2:30][CH3:31])[CH3:32])[CH2:33][c:34]2[c:35]3[c:36]([s:37][cH:38]2)[cH:39][cH:40][cH:41][cH:42]3)[CH2:43][C:44](=[O:45])[NH:46][C:47]([c:48]2[cH:49][cH:50][cH:51][cH:52][cH:53]2)([c:54]2[cH:55][cH:56][cH:57][cH:58][cH:59]2)[c:60]2[cH:61][cH:62][cH:63][cH:64][cH:65]2)[cH:17][cH:18]1. Reactants: C(C)OC(C(NC(C(CCC1=CC=CC=C1)CSC(C)=O)=O)C=1SC(=CC1)CN1C(NCC1=O)=O)=O (2-[5-(imidazolidin-2,4-dion-3-ylmethyl)thien-2-yl]-N-[2-(acetylthiomethyl)-4-phenylbutyryl]glycine ethyl ester), [K+].[Br-] (KBr). The product is N1C(N(C(C1)=O)CC1=CC=C(S1)C(NC(C(CCC1=CC=CC=C1)CS)=O)C(=O)O)=O (2-[5-(Imidazolidin-2,4-dion-3-ylmethyl)thien-2-yl]-N-[2-(mercaptomethyl)-4-phenylbutyryl]glycine). Reaction SMILES: C([O:3][C:4](=[O:36])[CH:5]([C:23]1[S:24][C:25]([CH2:28][N:29]2[C:33](=[O:34])[CH2:32][NH:31][C:30]2=[O:35])=[CH:26][CH:27]=1)[NH:6][C:7](=[O:22])[CH:8]([CH2:17][S:18]C(=O)C)[CH2:9][CH2:10][C:11]1[CH:16]=[CH:15][CH:14]=[CH:13][CH:12]=1)C.[K+].[Br-]>>[NH:31]1[CH2:32][C:33](=[O:34])[N:29]([CH2:28][C:25]2[S:24][C:23]([CH:5]([C:4]([OH:36])=[O:3])[NH:6][C:7](=[O:22])[CH:8]([CH2:17][SH:18])[CH2:9][CH2:10][C:11]3[CH:12]=[CH:13][CH:14]=[CH:15][CH:16]=3)=[CH:27][CH:26]=2)[C:30]1=[O:35] |f:1.2|. Procedure: The title compound was prepared from 2-[5-(imidazolidin-2,4-dion-3-ylmethyl)thien-2-yl]-N-[2-(acetylthiomethyl)-4-phenylbutyryl]glycine ethyl ester (Description 62) by the procedure described in Example 27. vmax (KBr) 3391, 1714 and 1638 cm-1. m/z 479 (MNH4+). The reactants are Cc1ccc(N)cc1, CC#N, Cl, O=C(Cl)C=CSc1ccccc1. Product: Cc1ccc(NC(=O)C=CSc2ccccc2)cc1. Reaction SMILES: [CH3:1][c:2]1[cH:3][cH:4][c:5]([NH2:6])[cH:7][cH:8]1.[CH3:22][C:23]#[N:24].[ClH:21].[c:9]1([S:15][CH:16]=[CH:17][C:18](=[O:19])[Cl:20])[cH:10][cH:11][cH:12][cH:13][cH:14]1>>[CH3:1][c:2]1[cH:3][cH:4][c:5]([NH:6][C:18]([CH:17]=[CH:16][S:15][c:9]2[cH:10][cH:11][cH:12][cH:13][cH:14]2)=[O:19])[cH:7][cH:8]1.